Dataset: the Open Reaction Database (ORD), a public repository of structured organic reaction records. Task: describe an organic reaction: reactants, conditions, products, and yield The reactants are C(C)(=O)NC(C(=O)C1=CC=NC=C1)C1=CC=CC=C1 (2-acetamido-2-phenyl-1-(4-pyridyl)ethanone), [OH-].[Na+] (NaOH). The solvent is OS(=O)(=O)O (H2SO4). Run at temperature 100 celsius. The product is CC=1OC(=C(N1)C1=CC=CC=C1)C1=CC=NC=C1 (2-Methyl-4-phenyl-5-(4-pyridyl)oxazole), oil. Reaction SMILES: [C:1]([NH:4][CH:5]([C:14]1[CH:19]=[CH:18][CH:17]=[CH:16][CH:15]=1)[C:6]([C:8]1[CH:13]=[CH:12][N:11]=[CH:10][CH:9]=1)=[O:7])(=O)[CH3:2].[OH-].[Na+]>OS(O)(=O)=O>[CH3:2][C:1]1[O:7][C:6]([C:8]2[CH:13]=[CH:12][N:11]=[CH:10][CH:9]=2)=[C:5]([C:14]2[CH:19]=[CH:18][CH:17]=[CH:16][CH:15]=2)[N:4]=1 |f:1.2|. Procedure: A mixture of 2-acetamido-2-phenyl-1-(4-pyridyl)ethanone (0.101 g, 0.397 mmol) in conc. H2SO4 (1 mL) was heated at 100° C. for 18 h. After cooling, the mixture was poured onto ice and neutralized with 2.5N NaOH. The aqueous mixture was extracted with CH2Cl2 and the combined organic extracts were washed with sat'd NaCl and dried over MgSO4. Evaporation of solvent gave an oil which was purified by flash chromatography, eluting with 0-2% MeOH/CHCl3. The title compound was obtained as a gold oil (3.0... Starting materials: Cl.BrC1=C(C2=C(N(C(=N2)N2CCNCC2)C(C)C)C=C1Br)[N+](=O)[O-] (5,6-dibromo-4-nitro-2-(piperazin-1-yl)-1-(propan-2-yl)-1H-1,3-benzodiazole hydrochloride), C(=O)(OC(C)(C)C)N1CCNCC1 (N-Boc-piperazine). Solvent: CCO (EtOH). Run at temperature 120 celsius. Yields the product BrC1=C(C2=C(NC(=N2)N2CCN(CC2)C(=O)OC(C)(C)C)C=C1Br)[N+](=O)[O-] (tert-butyl 4-(5,6-dibromo-4-nitro-1H-1,3-benzodiazol-2-yl)piperazine-1-carboxylate). Yield: 67.9%. As a reaction SMILES: Cl.[Br:2][C:3]1[C:20]([Br:21])=[CH:19][C:6]2[N:7](C(C)C)[C:8]([N:10]3[CH2:15][CH2:14][NH:13][CH2:12][CH2:11]3)=[N:9][C:5]=2[C:4]=1[N+:22]([O-:24])=[O:23].[C:25](N1CCNCC1)([O:27][C:28]([CH3:31])([CH3:30])[CH3:29])=[O:26]>CCO>[Br:2][C:3]1[C:20]([Br:21])=[CH:19][C:6]2[NH:7][C:8]([N:10]3[CH2:11][CH2:12][N:13]([C:25]([O:27][C:28]([CH3:31])([CH3:30])[CH3:29])=[O:26])[CH2:14][CH2:15]3)=[N:9][C:5]=2[C:4]=1[N+:22]([O-:24])=[O:23] |f:0.1|. Procedure details: 2,5,6-tribromo-4-nitro-1H-1,3-benzodiazole (Method 2A) (17.5 mmol, 7 g) was dissolved in EtOH (30 ml) with N-Boc-piperazine (52.5 mmol, 9.78 g). The resulting mixture was stirred at 120° C. until the reaction was complete (8 h) by LC/MS. The mixture was allowed to cool to RT and concentrated in-vacuo. The product was purified on silica gel using DCM/MeOH (99:1) to afford tert-butyl 4-(5,6-dibromo-4-nitro-1H-1,3-benzodiazol-2-yl)piperazine-1-carboxylate (6 g). m/z 405.8; rt 2.4 min. Starting materials: ClC1=CC=NC2=CC(=CC=C12)Cl (4,7-Dichloroquinoline), NC1=C(C(=O)O)C=C(C=C1)I (2-amino-5-iodo benzoic acid). The solvent is Cl (hydrochloric acid). Product: ClC1=CC=C2C(=CC=NC2=C1)NC1=C(C(=O)O)C=C(C=C1)I (2-(7-chloro-4-quinolylamino)-5-iodo benzoic acid). As a reaction SMILES: Cl[C:2]1[C:11]2[C:6](=[CH:7][C:8]([Cl:12])=[CH:9][CH:10]=2)[N:5]=[CH:4][CH:3]=1.[NH2:13][C:14]1[CH:22]=[CH:21][C:20]([I:23])=[CH:19][C:15]=1[C:16]([OH:18])=[O:17]>Cl>[Cl:12][C:8]1[CH:7]=[C:6]2[C:11]([C:2]([NH:13][C:14]3[CH:22]=[CH:21][C:20]([I:23])=[CH:19][C:15]=3[C:16]([OH:18])=[O:17])=[CH:3][CH:4]=[N:5]2)=[CH:10][CH:9]=1. Reported procedure: 4,7-Dichloroquinoline and 2-amino-5-iodo benzoic acid are refluxed in dilute hydrochloric acid for 1 hour to give 2-(7-chloro-4-quinolylamino)-5-iodo benzoic acid. Starting materials: CCCC[N+](CCCC)(CCCC)CCCC, COC(=O)C(CO[Si](c1ccccc1)(c1ccccc1)C(C)(C)C)NC(=S)N1CC(OC(=O)c2ccccc2)C1, [F-], C1CCOC1. Product: COC(=O)C(CO)NC(=S)N1CC(OC(=O)c2ccccc2)C1. Reaction SMILES: [CH2:42]([N+:43]([CH2:44][CH2:45][CH2:46][CH3:47])([CH2:48][CH2:49][CH2:50][CH3:51])[CH2:52][CH2:53][CH2:54][CH3:55])[CH2:56][CH2:57][CH3:58].[CH3:1][O:2][C:3]([CH:4]([CH2:5][O:6][Si:7]([C:8]([CH3:9])([CH3:10])[CH3:11])([c:12]1[cH:13][cH:14][cH:15][cH:16][cH:17]1)[c:18]1[cH:19][cH:20][cH:21][cH:22][cH:23]1)[NH:24][C:25](=[S:26])[N:27]1[CH2:28][CH:29]([O:31][C:32]([c:33]2[cH:34][cH:35][cH:36][cH:37][cH:38]2)=[O:39])[CH2:30]1)=[O:40].[F-:41].[O:59]1[CH2:60][CH2:61][CH2:62][CH2:63]1>>[CH3:1][O:2][C:3]([CH:4]([CH2:5][OH:6])[NH:24][C:25](=[S:26])[N:27]1[CH2:28][CH:29]([O:31][C:32]([c:33]2[cH:34][cH:35][cH:36][cH:37][cH:38]2)=[O:39])[CH2:30]1)=[O:40]. The reactants are BrC=1C=C(C=O)C=C(C1)Br (3,5-dibromobenzaldehyde), CC(C)([O-])C.[K+] (potassium tert-butoxide), ice water. Reagents/catalysts: [Br-].C[P+](C1=CC=CC=C1)(C1=CC=CC=C1)C1=CC=CC=C1 (methyltriphenylphosphonium bromide). Run in C1CCOC1 (THF), C1CCOC1 (THF). Reaction conditions: time 30 minute. The product is BrC1=CC(=CC(=C1)C=C)Br (1,3-Dibromo-5-vinyl-benzene). Yield: 45.9%. As a reaction SMILES: [CH3:1]C(C)([O-])C.[K+].[Br:7][C:8]1[CH:9]=[C:10]([CH:13]=[C:14]([Br:16])[CH:15]=1)[CH:11]=O>[Br-].C[P+](C1C=CC=CC=1)(C1C=CC=CC=1)C1C=CC=CC=1.C1COCC1>[Br:7][C:8]1[CH:9]=[C:10]([CH:11]=[CH2:1])[CH:13]=[C:14]([Br:16])[CH:15]=1 |f:0.1,3.4|. Reported procedure: A solution of methyltriphenylphosphonium bromide (20.30 g, 56.8 mmol) in dry THF (50 mL) is cooled to 0° C. under N2 and then treated with solid potassium tert-butoxide (6.38 g, 56.8 mmol) in portions. The resultant yellow slurry is warmed to rt and stirred for 30 minutes. The mixture is cooled to −78° C., and a solution of 3,5-dibromobenzaldehyde (10.0 g, 37.9 mmol) in THF (50 mL) is added dropwise. The reaction is warmed to rt and stirred for 1 hour. The mixture is poured into ice water contai...